This data is from the Open Reaction Database (ORD), a public repository of structured organic reaction records. The task is: describe an organic reaction: reactants, conditions, products, and yield Starting materials: S(=O)([O-])[O-].[Na+].[Na+] (sodium sulfite), OO (hydrogen peroxide), CC=1C=CC2=C(C=CN3C(C2)=NN=C3SC)C1 (8-methyl-3-methylthio-11H-s-triazolo[3,4-b][3]benzazepine), S(O)(O)(=O)=O (sulfuric acid), C(C)(=O)O (acetic acid), OO (H2O2). Yields the product CC=1C=CC2=C(C=CN3C(C2)=NN=C3S(=O)(=O)C)C1 (8-methyl-3-methylsulfonyl-11H-s-triazolo[3,4-b][3]benzazepine). RXN SMILES: [CH3:1][C:2]1[CH:3]=[CH:4][C:5]2[CH2:11][C:10]3=[N:12][N:13]=[C:14](SC)[N:9]3[CH:8]=[CH:7][C:6]=2[CH:17]=1.[S:18](=[O:22])(=O)(O)[OH:19].OO.S([O-])([O-])=O.[Na+].[Na+].[C:31](O)(=O)C>>[CH3:1][C:2]1[CH:3]=[CH:4][C:5]2[CH2:11][C:10]3=[N:12][N:13]=[C:14]([S:18]([CH3:31])(=[O:22])=[O:19])[N:9]3[CH:8]=[CH:7][C:6]=2[CH:17]=1 |f:3.4.5|. Procedure details: To a solution of 6.1 g of 8-methyl-3-methylthio-11H-s-triazolo[3,4-b][3]benzazepine in 75 ml of acetic acid was added 5.0 ml of concentrated sulfuric acid and under ice-cooling and stirring, 12.5 ml of 30% H2O2 was added dropwise. After stirring the mixture for 10 minutes at room temperature, it was heated on a water bath at 60°-65° C. for 2 hours. After ice-cooling, an aqueous solution of sodium sulfite was added to decompose the excess hydrogen peroxide. The solvent was evaporated off and, fol... Reactants: C(C)(C)(C)OC(=O)N1CC2CC(=C(C(C1)N2C(=O)OC(C)(C)C)C(N(CC2=C(C(=CC=C2)OC)C)C2CC2)=O)C=2SC(=C(N2)C)CCO (6-[Cyclopropyl-(3-methoxy-2-methylbenzyl)carbamoyl]-7-[5-(2-hydroxyethyl)-4-methylthiazol-2-yl]-3,9-diazabicyclo[3.3.1]non-6-ene-3,9-dicarboxylic acid di-tert-butyl ester), ClC1=C(C=C(C=C1C)O)C (4-chloro-3,5-dimethylphenol). Yields the product C(C)(C)(C)OC(=O)N1CC2CC(=C(C(C1)N2C(=O)OC(C)(C)C)C(N(CC2=C(C(=CC=C2)OC)C)C2CC2)=O)C=2SC(=C(N2)C)CCOC2=CC(=C(C(=C2)C)Cl)C (7-{5-[2-(4-Chloro-3,5-dimethylphenoxy)ethyl]-4-methylthiazol-2-yl}-6-[cyclopropyl-(3-methoxy-2-methylbenzyl)carbamoyl]-3,9-diazabicyclo[3.3.1]-non-6-ene-3,9-dicarboxylic acid di-tert-butyl ester). Reaction SMILES: [C:1]([O:5][C:6]([N:8]1[CH2:15][CH:14]2[N:16]([C:17]([O:19][C:20]([CH3:23])([CH3:22])[CH3:21])=[O:18])[CH:10]([CH2:11][C:12]([C:40]3[S:41][C:42]([CH2:46][CH2:47][OH:48])=[C:43]([CH3:45])[N:44]=3)=[C:13]2[C:24](=[O:39])[N:25]([CH:36]2[CH2:38][CH2:37]2)[CH2:26][C:27]2[CH:32]=[CH:31][CH:30]=[C:29]([O:33][CH3:34])[C:28]=2[CH3:35])[CH2:9]1)=[O:7])([CH3:4])([CH3:3])[CH3:2].[Cl:49][C:50]1[C:55]([CH3:56])=[CH:54][C:53](O)=[CH:52][C:51]=1[CH3:58]>>[C:1]([O:5][C:6]([N:8]1[CH2:15][CH:14]2[N:16]([C:17]([O:19][C:20]([CH3:21])([CH3:23])[CH3:22])=[O:18])[CH:10]([CH2:11][C:12]([C:40]3[S:41][C:42]([CH2:46][CH2:47][O:48][C:53]4[CH:54]=[C:55]([CH3:56])[C:50]([Cl:49])=[C:51]([CH3:58])[CH:52]=4)=[C:43]([CH3:45])[N:44]=3)=[C:13]2[C:24](=[O:39])[N:25]([CH:36]2[CH2:38][CH2:37]2)[CH2:26][C:27]2[CH:32]=[CH:31][CH:30]=[C:29]([O:33][CH3:34])[C:28]=2[CH3:35])[CH2:9]1)=[O:7])([CH3:4])([CH3:2])[CH3:3]. Procedure: This compound is prepared from compound E2 and 4-chloro-3,5-dimethylphenol, according to the above-described procedure A. LC-MS: tR=1.27 min, ES+: 821.24. Conditions: time 1 hour. Starting materials: ClC(=O)C=1C=C2COC(=O)C2=CC1 (5-chlorocarbonylphthalid), CNC (dimethylamine), ice. Product: CN(C(=O)C=1C=C2COC(=O)C2=CC1)C (5-(N,N-dimethylcarbamyl)phthalid). Reported procedure: A solution of 5-chlorocarbonylphthalid (32 g, 0.16 mole) in THF (300 ml) is added to dimethylamine (40% v/v in water, 300 ml) and ice (100 g). The mixture is stirred for 1 hour. THF is evaporated off in vacuo and precipitated crystals are filtred off at 5° C. and washed with water (100 ml). The solvent is C1CCOC1 (THF). Reaction SMILES: Cl[C:2]([C:4]1[CH:5]=[C:6]2[C:11](=[CH:12][CH:13]=1)[C:9](=[O:10])[O:8][CH2:7]2)=[O:3].[CH3:14][NH:15][CH3:16]>C1COCC1>[CH3:14][N:15]([CH3:16])[C:2]([C:4]1[CH:5]=[C:6]2[C:11](=[CH:12][CH:13]=1)[C:9](=[O:10])[O:8][CH2:7]2)=[O:3]. Starting materials: O.[PH2](=O)[O-].[Na+] (sodium hypophosphite monohydrate), BrC1=CC=C(C=C1)C1=CC=C(C=C1)Br (4,4'-dibromo biphenyl), C([O-])([O-])=O.[Na+].[Na+] (sodium carbonate). The reagents and catalysts are [Pd] (palladium on carbon). Solvent: O (water), O1CCCC1 (tetrahydrofuran). Reaction conditions: time 1 hour. Product: C1(=CC=CC=C1)C1=CC=CC=C1 (biphenyl), BrC1=CC=C(C=C1)C1=CC=CC=C1 (p-mono-bromobiphenyl). RXN SMILES: [Br:1][C:2]1[CH:7]=[CH:6][C:5]([C:8]2[CH:13]=[CH:12][C:11](Br)=[CH:10][CH:9]=2)=[CH:4][CH:3]=1.C(=O)([O-])[O-].[Na+].[Na+].O.[PH2]([O-])=O.[Na+]>O1CCCC1.[Pd].O>[C:5]1([C:8]2[CH:9]=[CH:10][CH:11]=[CH:12][CH:13]=2)[CH:6]=[CH:7][CH:2]=[CH:3][CH:4]=1.[Br:1][C:2]1[CH:3]=[CH:4][C:5]([C:8]2[CH:13]=[CH:12][CH:11]=[CH:10][CH:9]=2)=[CH:6][CH:7]=1 |f:1.2.3,4.5.6|. Procedure details: To a solution of 3.1 g of 4,4'-dibromo biphenyl in 30 ml tetrahydrofuran was added 3.5 g sodium carbonate and 400 mg of 5% palladium on carbon. To this reaction mixture there was added 2.5 g sodium hypophosphite monohydrate in about 20 ml water. After about one hour, a GC analysis established that all of the starting material had reacted to yield primarily biphenyl with a trace amount of p-mono-bromobiphenyl.